This data is from the Open Reaction Database (ORD), a public repository of structured organic reaction records. The task is: describe an organic reaction: reactants, conditions, products, and yield The reactants are [H-].[Na+] (sodium hydride), C(C)(C)(C)OC(=O)N1CC2=C(CC1)N=C(S2)Br (2-Bromo-6,7-dihydro-4H-thiazolo[5,4-c]pyridine-5-carboxylic acid tert-butyl ester), C1(CCC1)N1CCC(CC1)O (1-Cyclobutyl-piperidin-4-ol). The solvent is O1CCCC1 (tetrahydrofuran), O1CCCC1 (tetrahydrofuran), O1CCCC1 (tetrahydrofuran). Yields the product C(C)(C)(C)OC(=O)N1CC2=C(CC1)N=C(S2)OC2CCN(CC2)C2CCC2 (2-(1-Cyclobutyl-piperidin-4-yloxy)-6,7-dihydro-4H-thiazolo[5,4-c]pyridine-5-carboxylic acid tert-butyl ester). Isolated yield 56.5%. RXN SMILES: [CH:1]1([N:5]2[CH2:10][CH2:9][CH:8]([OH:11])[CH2:7][CH2:6]2)[CH2:4][CH2:3][CH2:2]1.[H-].[Na+].[C:14]([O:18][C:19]([N:21]1[CH2:26][CH2:25][C:24]2[N:27]=[C:28](Br)[S:29][C:23]=2[CH2:22]1)=[O:20])([CH3:17])([CH3:16])[CH3:15]>O1CCCC1>[C:14]([O:18][C:19]([N:21]1[CH2:26][CH2:25][C:24]2[N:27]=[C:28]([O:11][CH:8]3[CH2:7][CH2:6][N:5]([CH:1]4[CH2:4][CH2:3][CH2:2]4)[CH2:10][CH2:9]3)[S:29][C:23]=2[CH2:22]1)=[O:20])([CH3:17])([CH3:15])[CH3:16] |f:1.2|. Procedure details: 1-Cyclobutyl-piperidin-4-ol (1.6 grams, 10 mmol) in tetrahydrofuran (20 mL) was treated with cooled and stirred suspension of sodium hydride (0.9 grams, 18 mmol) in tetrahydrofuran (20 mL) slowly over a period of 30 minutes; the reaction mixture was stirred for 1 hour. A solution of 2-Bromo-6,7-dihydro-4H-thiazolo[5,4-c]pyridine-5-carboxylic acid tert-butyl ester (3 grams, 9 mmol, obtained in preparation 1) in tetrahydrofuran (30 mL) was added drop wise over a period of 15 minutes and refluxed t... Starting materials: [OH-].[Na+] (sodium hydroxide), C(\C=C\C)=O (crotonaldehyde), Cl (hydrogen chloride), ClC1=CC=C(C(C(=O)NO)=C1)O (5-chlorosalicylhydroxamic acid). RXN SMILES: [CH:1](=[O:5])/[CH:2]=[CH:3]/[CH3:4].Cl.[Cl:7][C:8]1[CH:17]=[C:12]([C:13]([NH:15][OH:16])=[O:14])[C:11](O)=[CH:10][CH:9]=1.[OH-].[Na+]>O.O1CCCC1>[Cl:7][C:8]1[CH:9]=[CH:10][C:11]2[O:5][CH:1]3[CH2:2][CH:3]([CH3:4])[O:16][N:15]3[C:13](=[O:14])[C:12]=2[CH:17]=1 |f:3.4|. The product is ClC=1C=CC2=C(C(N3C(O2)CC(O3)C)=O)C1 (7-chloro-2-methyl-3,3a-dihydro-2H,9H-isoxazolo (3,2-b) (1,3) benzoxazin-9-one). The solvent is O (water), O1CCCC1 (tetrahydrofuran). Run at time 2 hour. Procedure details: 400 ml. of tetrahydrofuran is combined with 100 gm. crotonaldehyde and placed in an ice bath. 125 gm. of hydrogen chloride are passed in at a temperature of about 20°-30° C. 182 gm. of 5-chlorosalicylhydroxamic acid is added in one portion and the reaction temperature is allowed to rise to about 31° C. The mixture is stirred at room temperature for about two hours and then 273 gm. of 50% w/w sodium hydroxide diluted with water to 600 ml. is dripped in. The reaction temperature is maintained from... Isolated yield 57.6%. Reactants: [OH-].[K+] (potassium hydroxide), FC1=C(C=CC(=C1)F)[C@@](CN1N=CN=C1)([C@@H](C)C1=CC=C(C=C1)C=1C(=NNC1[Si](C)(C)C)C)O ((2R,3S)-2-(2,4-difluorophenyl)-3-(4-[3-methyl-5-trimethylsilylpyrazol-4-yl]phenyl)-1-(1,2,4-triazol-1-yl)butan-2-ol). Solvent: O (water), C(C)O (ethanol). The product is FC1=C(C=CC(=C1)F)[C@@](CN1N=CN=C1)([C@@H](C)C1=CC=C(C=C1)C=1C(=NNC1)C)O ((2R,3S)-2-(2,4-Difluorophenyl)-3-(4-[3-methylpyrazol-4-yl]phenyl)-1-(1,2,4-triazol-1-yl)butan-2-ol). As a reaction SMILES: [OH-].[K+].[F:3][C:4]1[CH:9]=[C:8]([F:10])[CH:7]=[CH:6][C:5]=1[C@:11]([OH:36])([C@H:18]([C:20]1[CH:25]=[CH:24][C:23]([C:26]2[C:27]([CH3:35])=[N:28][NH:29][C:30]=2[Si](C)(C)C)=[CH:22][CH:21]=1)[CH3:19])[CH2:12][N:13]1[CH:17]=[N:16][CH:15]=[N:14]1>O.C(O)C>[F:3][C:4]1[CH:9]=[C:8]([F:10])[CH:7]=[CH:6][C:5]=1[C@:11]([OH:36])([C@H:18]([C:20]1[CH:25]=[CH:24][C:23]([C:26]2[C:27]([CH3:35])=[N:28][NH:29][CH:30]=2)=[CH:22][CH:21]=1)[CH3:19])[CH2:12][N:13]1[CH:17]=[N:16][CH:15]=[N:14]1 |f:0.1|. Reported procedure: A solution of potassium hydroxide (0.26 g, 4.6 mmol) in water (2.8 ml) was added to a solution of (2R,3S)-2-(2,4-difluorophenyl)-3-(4-[3-methyl-5-trimethylsilylpyrazol-4-yl]phenyl)-1-(1,2,4-triazol-1-yl)butan-2-ol (0.22 g, 0.45 mmol) in ethanol (12 ml) and the mixture was heated under reflux for 4 hours. The cooled mixture was evaporated under reduced pressure and the residue partitioned between ethyl acetate (20 ml) and water (25 ml). The aqueous phase was further extracted with ethyl acetate (... Starting materials: C, CC1C(NC(=O)C(=NOC(C)(C)C(=O)OCc2ccc([N+](=O)[O-])cc2)c2csc(N)n2)C(=O)N1S(=O)(=O)O, [Na], C1CCOC1, O, [Pd]. Product: CC1C(NC(=O)C(=NOC(C)(C)C(=O)O)c2csc(N)n2)C(=O)N1S(=O)(=O)O, [Na]. As a reaction SMILES: [C:46].[NH2:2][c:3]1[s:4][cH:5][c:6]([C:8]([C:9](=[O:10])[NH:11][CH:12]2[C:13](=[O:21])[N:14]([S:17](=[O:18])(=[O:19])[OH:20])[CH:15]2[CH3:16])=[N:22][O:23][C:24]([CH3:25])([CH3:26])[C:27](=[O:28])[O:29][CH2:30][c:31]2[cH:32][cH:33][c:34]([N+:35]([O-:36])=[O:37])[cH:38][cH:39]2)[n:7]1.[Na:1].[O:40]1[CH2:41][CH2:42][CH2:43][CH2:44]1.[OH2:45].[Pd:47]>>[NH2:2][c:3]1[s:4][cH:5][c:6]([C:8]([C:9](=[O:10])[NH:11][CH:12]2[C:13](=[O:21])[N:14]([S:17](=[O:18])(=[O:19])[OH:20])[CH:15]2[CH3:16])=[N:22][O:23][C:24]([CH3:25])([CH3:26])[C:27](=[O:28])[OH:29])[n:7]1.[Na:1].